Dataset: the Open Reaction Database (ORD), a public repository of structured organic reaction records. Task: describe an organic reaction: reactants, conditions, products, and yield Starting materials: S(=O)(=O)(O)C1=CC=C(C)C=C1.FC1=CC=C(C(=O)C2CCNCC2)C=C1 (4-(4-fluorobenzoyl)piperidine tosylate), C([O-])([O-])=O.[K+].[K+] (potassium carbonate), ClC1=CC=C(C=C1)S(=O)(=O)NC1CC=2C=C(C=C(C2CC1)CCC(=O)OC)CCOS(=O)(=O)C1=CC=C(C=C1)C (methyl 3-[6-{[(4-chlorophenyl)sulphonyl]amino}-3-(2-{[(4-methylphenyl)sulphonyl]oxy}ethyl)-5,6,7,8-tetrahydro-1-naphthyl]propanoate). Run in CN(C)C=O (DMF). Yields the product ClC1=CC=C(C=C1)S(=O)(=O)NC1CC=2C=C(C=C(C2CC1)CCC(=O)O)CCN1CCC(CC1)C(C1=CC=C(C=C1)F)=O (3-(6-{[(4-Chlorophenyl)sulphonyl]amino}-3-{2-[4-(4-fluorobenzoyl)-1-piperidinyl]ethyl}-5,6,7,8-tetrahydro-1-naphthyl)propanoic acid). RXN SMILES: S(C1C=CC(C)=CC=1)(O)(=O)=O.[F:12][C:13]1[CH:26]=[CH:25][C:16]([C:17]([CH:19]2[CH2:24][CH2:23][NH:22][CH2:21][CH2:20]2)=[O:18])=[CH:15][CH:14]=1.C(=O)([O-])[O-].[K+].[K+].[Cl:33][C:34]1[CH:39]=[CH:38][C:37]([S:40]([NH:43][CH:44]2[CH2:53][CH2:52][C:51]3[C:50]([CH2:54][CH2:55][C:56]([O:58]C)=[O:57])=[CH:49][C:48]([CH2:60][CH2:61]OS(C4C=CC(C)=CC=4)(=O)=O)=[CH:47][C:46]=3[CH2:45]2)(=[O:42])=[O:41])=[CH:36][CH:35]=1>CN(C=O)C>[Cl:33][C:34]1[CH:35]=[CH:36][C:37]([S:40]([NH:43][CH:44]2[CH2:53][CH2:52][C:51]3[C:50]([CH2:54][CH2:55][C:56]([OH:58])=[O:57])=[CH:49][C:48]([CH2:60][CH2:61][N:22]4[CH2:23][CH2:24][CH:19]([C:17](=[O:18])[C:16]5[CH:15]=[CH:14][C:13]([F:12])=[CH:26][CH:25]=5)[CH2:20][CH2:21]4)=[CH:47][C:46]=3[CH2:45]2)(=[O:42])=[O:41])=[CH:38][CH:39]=1 |f:0.1,2.3.4|. Reported procedure: 6.5 g (17.3 mmol) of 4-(4-fluorobenzoyl)piperidine tosylate and 2.4 g (17.3 mmol) of potassium carbonate are added to a solution of 3.5 g (5.7 mmol) of methyl 3-[6-{[(4-chlorophenyl)sulphonyl]amino}-3-(2-{[(4-methylphenyl)sulphonyl]oxy}ethyl)-5,6,7,8-tetrahydro-1-naphthyl]propanoate, described in Application EP 864 561, in 100 ml of DMF. The reaction mixture is heated at reflux for one hour, then concentrated. The residue is taken up in dichloromethane and washed with water. The organic phase is...